Dataset: the Open Reaction Database (ORD), a public repository of structured organic reaction records. Task: describe an organic reaction: reactants, conditions, products, and yield Starting materials: [N+](=O)([O-])C=1C=C(COC=2C=C(C=CC2)C(C(CCC(=O)OC)C2=C(C=CC=C2)C)=O)C=CC1 (methyl (RS)-5-[3-(3-nitro-benzyloxy)phenyl]-5-oxo-4-(2-methylphenyl)pentanoate). Reagents/catalysts: [Pd] (palladium on carbon). The solvent is C(C)(=O)OC (methyl acetate). Run at time 3 hour. The product is NC=1C=C(COC=2C=C(C=CC2)C(C(CCC(=O)OC)C2=C(C=CC=C2)C)=O)C=CC1 (methyl (RS)-5-[3-(3-aminobenzyloxy)- phenyl]-5-oxo-4-(2-methylphenyl)pentanoate). Isolated yield 116.1%. As a reaction SMILES: [N+:1]([C:4]1[CH:5]=[C:6]([CH:31]=[CH:32][CH:33]=1)[CH2:7][O:8][C:9]1[CH:10]=[C:11]([C:15](=[O:30])[CH:16]([C:23]2[CH:28]=[CH:27][CH:26]=[CH:25][C:24]=2[CH3:29])[CH2:17][CH2:18][C:19]([O:21][CH3:22])=[O:20])[CH:12]=[CH:13][CH:14]=1)([O-])=O>C(OC)(=O)C.[Pd]>[NH2:1][C:4]1[CH:5]=[C:6]([CH:31]=[CH:32][CH:33]=1)[CH2:7][O:8][C:9]1[CH:10]=[C:11]([C:15](=[O:30])[CH:16]([C:23]2[CH:28]=[CH:27][CH:26]=[CH:25][C:24]=2[CH3:29])[CH2:17][CH2:18][C:19]([O:21][CH3:22])=[O:20])[CH:12]=[CH:13][CH:14]=1. Procedure: A solution of methyl (RS)-5-[3-(3-nitro-benzyloxy)phenyl]-5-oxo-4-(2-methylphenyl)pentanoate (1.2 g) in methyl acetate (30 mL) is treated with palladium on carbon catalyst (5%; 200 mg) and shaken under hydrogen at atmospheric pressure and room temperature for 3 hours. The mixture is filtered and evaporated giving methyl (RS)-5-[3-(3-aminobenzyloxy)- phenyl]-5-oxo-4-(2-methylphenyl)pentanoate (1.3 g) in the form of a brown oil. Run in ice water, C(COCCOCCO)O (triethylene glycol). Reaction conditions: temperature 195 celsius, time 90 minute. Procedure: To 300 ml of triethylene glycol contained in a 1-liter, 3-neck flask equipped with a magnetic stirrer, thermometer and take-off condenser was added 77.0 g (0.34 mole) of 4-(2-naphthyl)-4-oxobutyric acid, 61.2 g (1.09 moles) potassium hydroxide pellets and 45.44 ml of hydrazine monohydrate. The reaction mixture was heated up to 100°-110° C. with stirring and held there for 90 minutes. The temperature was gradually increased to 195° C. over 4 hours. Strong gas evolution commenced at about 130° C. ... Starting materials: C1=C(C=CC2=CC=CC=C12)C(CCC(=O)O)=O (4-(2-naphthyl)-4-oxobutyric acid), [OH-].[K+] (potassium hydroxide), O.NN (hydrazine monohydrate), Cl (hydrochloric acid). Yield: 94.7%. The product is C1=C(C=CC2=CC=CC=C12)CCCC(=O)O (γ-(2-naphthyl) butyric acid). Reaction SMILES: [CH:1]1[C:10]2[C:5](=[CH:6][CH:7]=[CH:8][CH:9]=2)[CH:4]=[CH:3][C:2]=1[C:11](=O)[CH2:12][CH2:13][C:14]([OH:16])=[O:15].[OH-].[K+].O.NN.Cl>C(O)COCCOCCO>[CH:1]1[C:10]2[C:5](=[CH:6][CH:7]=[CH:8][CH:9]=2)[CH:4]=[CH:3][C:2]=1[CH2:11][CH2:12][CH2:13][C:14]([OH:16])=[O:15] |f:1.2,3.4|. Starting materials: OC(CC1=NC=CC=C1C=CC1=CC=C(C(=O)OC)C=C1)C1=CC=CC=C1 (Methyl 4-[2-(2-(2-hydroxy-2-(phenyl)ethyl)-3-pyridyl)ethenyl]benzoate). Reagents/catalysts: [Pd] (palladium on carbon), C(C)(=O)O (acetic acid). Solvent: C(C)O (ethanol). Yields the product C(CC1=CC=CC=C1)C1=NC=CC=C1CCC1=CC=C(C(=O)O)C=C1 (4-[2-(2-(Phenethyl)-3-pyridyl)ethyl]benzoic acid). Reaction SMILES: O[CH:2]([C:22]1[CH:27]=[CH:26][CH:25]=[CH:24][CH:23]=1)[CH2:3][C:4]1[C:9]([CH:10]=[CH:11][C:12]2[CH:21]=[CH:20][C:15]([C:16]([O:18]C)=[O:17])=[CH:14][CH:13]=2)=[CH:8][CH:7]=[CH:6][N:5]=1>C(O)C.C(O)(=O)C.[Pd]>[CH2:3]([C:4]1[C:9]([CH2:10][CH2:11][C:12]2[CH:13]=[CH:14][C:15]([C:16]([OH:18])=[O:17])=[CH:20][CH:21]=2)=[CH:8][CH:7]=[CH:6][N:5]=1)[CH2:2][C:22]1[CH:23]=[CH:24][CH:25]=[CH:26][CH:27]=1. Procedure details: Methyl 4-[2-(2-(2-hydroxy-2-(phenyl)ethyl)-3-pyridyl)ethenyl]benzoate (0.463 g, 1.29 mmol) was dissolved in ethanol (15 ml), acetic acid (3 drops) and 10% palladium on carbon (0.05 g). The reactants are N([C@@H](CC1=CC=C(C=C1)O)C(=O)NCC(=O)NCC(=O)N[C@@H](CC1=CC=CC=C1)C(=O)N[C@@H](CCSC)C(=O)N[C@@H](CCCCNC(=O)OC(C)(C)C)C(=O)N1[C@H](C(=O)OC(C)(C)C)CCC1)C(=O)OC(C)(C)C (Boc-Tyr-Gly-Gly-Phe-Met-Lys(Boc)-Pro-OBut), CN(C)C=O (DMF). Run in C(=O)(C(F)(F)F)O (TFA). Reaction conditions: time 60 minute. The product is N([C@@H](CC1=CC=C(C=C1)O)C(=O)NCC(=O)NCC(=O)N[C@@H](CC1=CC=CC=C1)C(=O)N[C@@H](CCSC)C(=O)N[C@@H](CCCCNC(=O)OC(C)(C)C)C(=O)N1[C@H](C(=O)O)CCC1)C(=O)OC(C)(C)C (Boc-Tyr-Gly-Gly-Phe-Met-Lys(Boc)-Pro-OH). Reaction SMILES: [NH:1]([C:68]([O:70][C:71]([CH3:74])([CH3:73])[CH3:72])=[O:69])[C@H:2]([C:11]([NH:13][CH2:14][C:15]([NH:17][CH2:18][C:19]([NH:21][C@H:22]([C:30]([NH:32][C@H:33]([C:38]([NH:40][C@H:41]([C:54]([N:56]1[CH2:67][CH2:66][CH2:65][C@H:57]1[C:58]([O:60]C(C)(C)C)=[O:59])=[O:55])[CH2:42][CH2:43][CH2:44][CH2:45][NH:46][C:47]([O:49][C:50]([CH3:53])([CH3:52])[CH3:51])=[O:48])=[O:39])[CH2:34][CH2:35][S:36][CH3:37])=[O:31])[CH2:23][C:24]1[CH:29]=[CH:28][CH:27]=[CH:26][CH:25]=1)=[O:20])=[O:16])=[O:12])[CH2:3][C:4]1[CH:9]=[CH:8][C:7]([OH:10])=[CH:6][CH:5]=1.CN(C=O)C>C(O)(C(F)(F)F)=O>[NH:1]([C:68]([O:70][C:71]([CH3:74])([CH3:73])[CH3:72])=[O:69])[C@H:2]([C:11]([NH:13][CH2:14][C:15]([NH:17][CH2:18][C:19]([NH:21][C@H:22]([C:30]([NH:32][C@H:33]([C:38]([NH:40][C@H:41]([C:54]([N:56]1[CH2:67][CH2:66][CH2:65][C@H:57]1[C:58]([OH:60])=[O:59])=[O:55])[CH2:42][CH2:43][CH2:44][CH2:45][NH:46][C:47]([O:49][C:50]([CH3:53])([CH3:52])[CH3:51])=[O:48])=[O:39])[CH2:34][CH2:35][S:36][CH3:37])=[O:31])[CH2:23][C:24]1[CH:25]=[CH:26][CH:27]=[CH:28][CH:29]=1)=[O:20])=[O:16])=[O:12])[CH2:3][C:4]1[CH:9]=[CH:8][C:7]([OH:10])=[CH:6][CH:5]=1. Reported procedure: In 8 ml of TFA were dissolved 800 mg of Boc-Tyr-Gly-Gly-Phe-Met-Lys(Boc)-Pro-OBut, and the solution, after shaking at room temperature for 60 minutes, was concentrated. To the concentrate was added diethyl ether, followed by recovering the resulting precipitates by filtration and drying. The precipitates were dissolved in 10 ml of DMF, and 0.34 ml of TEA and 440 mg of Boc-ONB were added to the solution followed by stirring at 0° C. for 2 hours and at room temperature for 10 hours. The solution w... The reactants are CS(C)=O, CCCOC1C(O)C(CO)OC1n1cnc2c(N)nc(N)nc21, CCCOC1C(CO)OC(n2cnc3c(N)nc(N)nc32)C1O, NC(CO)(CO)CO, [Na+], [Na+], [Na+], O=P([O-])([O-])[O-], O=P([O-])([O-])[O-]. Yields the product CCCOC1C(O)C(CO)OC1n1cnc2c(=O)[nH]c(N)nc21. Reaction SMILES: [CH3:68][S:69]([CH3:70])=[O:71].[NH2:1][c:2]1[n:3][c:4]([NH2:23])[c:5]2[n:6][cH:7][n:8]([CH:11]3[CH:12]([O:13][CH2:14][CH2:15][CH3:16])[CH:17]([OH:18])[CH:19]([CH2:21][OH:22])[O:20]3)[c:9]2[n:10]1.[NH2:24][c:25]1[n:26][c:27]2[c:28]([n:29][cH:30][n:31]2[CH:32]2[O:33][CH:34]([CH2:35][OH:37])[CH:38]([O:39][CH2:40][CH2:41][CH3:42])[CH:43]2[OH:36])[c:44]([NH2:45])[n:46]1.[NH2:55][C:56]([CH2:57][OH:58])([CH2:59][OH:60])[CH2:61][OH:62].[Na+:52].[Na+:53].[Na+:54].[O-:63][P:64](=[O:65])([O-:66])[O-:67].[P:47]([O-:48])([O-:49])([O-:50])=[O:51]>>[NH2:1][c:2]1[nH:3][c:4](=[O:36])[c:5]2[n:6][cH:7][n:8]([CH:11]3[CH:12]([O:13][CH2:14][CH2:15][CH3:16])[CH:17]([OH:18])[CH:19]([CH2:21][OH:22])[O:20]3)[c:9]2[n:10]1.